This data is from the Open Reaction Database (ORD), a public repository of structured organic reaction records. The task is: describe an organic reaction: reactants, conditions, products, and yield Starting materials: C(C)OC(CCNCCC1=CC=CC=C1)=O (3-phenethylamino-propionic acid ethyl ester), CC1=CC(=NC=C1)CC(=O)O ((4-Methyl-pyridin-2-yl)-acetic acid), C(=O)(N1C=NC=C1)N1C=NC=C1 (carbonyldiimidazole), CCN(C(C)C)C(C)C (DIPEA), ice water. Solvent: C1CCOC1 (THF). Run at time 1 hour. Product: C(C)OC(CCN(CCC1=CC=CC=C1)C(CC1=NC=CC(=C1)C)=O)=O (3-{[2-(4-Methyl-pyridin-2-yl)-acetyl]-phenethyl-amino}-propionic acid ethyl ester). Yield: 32.1%. RXN SMILES: [CH3:1][C:2]1[CH:7]=[CH:6][N:5]=[C:4]([CH2:8][C:9]([OH:11])=O)[CH:3]=1.C(N1C=CN=C1)(N1C=CN=C1)=O.CCN(C(C)C)C(C)C.[CH2:33]([O:35][C:36](=[O:48])[CH2:37][CH2:38][NH:39][CH2:40][CH2:41][C:42]1[CH:47]=[CH:46][CH:45]=[CH:44][CH:43]=1)[CH3:34]>C1COCC1>[CH2:33]([O:35][C:36](=[O:48])[CH2:37][CH2:38][N:39]([C:9](=[O:11])[CH2:8][C:4]1[CH:3]=[C:2]([CH3:1])[CH:7]=[CH:6][N:5]=1)[CH2:40][CH2:41][C:42]1[CH:47]=[CH:46][CH:45]=[CH:44][CH:43]=1)[CH3:34]. Procedure details: (4-Methyl-pyridin-2-yl)-acetic acid (1.0 g), carbonyldiimidazole (CDI, 1.07 g) and DIPEA (0.856 g) were added to THF (15 ml) and the light brown suspension was allowed to stir at RT for 1 hour. To the mixture was added 3-phenethylamino-propionic acid ethyl ester (0.898 g) dropwise and the resulting mixture was stirred at 55° over night. The mixture was poured into ice/water and the pH was adjusted to 5.0. The mixture was extracted with ethyl acetate and the organic layer was separated, washed wi...